Dataset: the Open Reaction Database (ORD), a public repository of structured organic reaction records. Task: describe an organic reaction: reactants, conditions, products, and yield Reported procedure: To a solution of 2-bromo-6-methylpyridine (302 mg, 1.76 mmol) an 10 mL THF at −78° C., was added a solution of lithium diisopropylamide (1.8 M in heptane/THF/ethylbenzene, 1.07 mL, 1.93 mmol). The bright orange/red mixture was treated with iodomethane (0.20 mL, 3.2 mmol). The mixture was stirred at −78° C. for 10 min, then was removed from the ice bath and stirred 30 min. The reaction was quenched with sat. NH4Cl, then was diluted with EtOAc. The organic phase was washed with water (2×) and brin... As a reaction SMILES: [Br:1][C:2]1[CH:7]=[CH:6][CH:5]=[C:4]([CH3:8])[N:3]=1.[CH:9]([N-]C(C)C)(C)C.[Li+].IC>C1COCC1>[Br:1][C:2]1[CH:7]=[CH:6][CH:5]=[C:4]([CH2:8][CH3:9])[N:3]=1 |f:1.2|. The solvent is C1CCOC1 (THF). Yields the product BrC1=NC(=CC=C1)CC (2-bromo-6-ethylpyridine). The reactants are BrC1=NC(=CC=C1)C (2-bromo-6-methylpyridine), C(C)(C)[N-]C(C)C.[Li+] (lithium diisopropylamide), IC (iodomethane). Run at temperature -78 celsius, time 10 minute. Isolated yield 47.9%. Reactants: C(C)OC=1C(C(C1OCC)=O)=O (3,4-diethoxy-3-cyclobutene-1,2-dione), CC(C)(C)OC(NCC(CNCCP(=O)(OCC)OCC)O)=O ([3-[[2-(diethoxyphosphinyl)ethyl]amino]-2-hydroxypropyl]carbamic acid 1,1-dimethylethyl ester). Run in C(C)O (ethanol), C(C)O (ethanol). Run at time 8 hour. The product is CC(C)(C)OC(NCC(CN(C1=C(C(C1=O)=O)OCC)CCP(=O)(OCC)OCC)O)=O ([3-[[2-(diethoxyphosphinyl)ethyl](2-ethoxy-3,4-dioxo-1-cyclobuten-1-yl)amino]-2-hydroxypropyl]carbamic acid 1,1-dimethylethyl ester). RXN SMILES: C(O[C:4]1[C:5](=[O:12])[C:6](=[O:11])[C:7]=1[O:8][CH2:9][CH3:10])C.[CH3:13][C:14]([O:17][C:18](=[O:35])[NH:19][CH2:20][CH:21]([OH:34])[CH2:22][NH:23][CH2:24][CH2:25][P:26]([O:31][CH2:32][CH3:33])([O:28][CH2:29][CH3:30])=[O:27])([CH3:16])[CH3:15]>C(O)C>[CH3:13][C:14]([O:17][C:18](=[O:35])[NH:19][CH2:20][CH:21]([OH:34])[CH2:22][N:23]([CH2:24][CH2:25][P:26]([O:31][CH2:32][CH3:33])([O:28][CH2:29][CH3:30])=[O:27])[C:4]1[C:5](=[O:12])[C:6](=[O:11])[C:7]=1[O:8][CH2:9][CH3:10])([CH3:15])[CH3:16]. Procedure: To a solution of 3,4-diethoxy-3-cyclobutene-1,2-dione (5.0 mL, 34 mmol) in absolute ethanol (180 mL) prepared under nitrogen, was added a solution of [3-[[2-(diethoxyphosphinyl)ethyl]amino]-2-hydroxypropyl]carbamic acid 1,1-dimethylethyl ester (12.11 g, 34 mmol) in ethanol (60 mL) over 1 hour. The reaction mixture was stirred at room temperature overnight and then concentrated in vacuo. The residue was dissolved in chloroform (150 mL), preadsorbed onto silica gel, and purified by flash chromatog... The product is CC(O)CC(C)OC(=O)c1ccccc1. Reactants: C1CCOC1, CC(O)CC(C)O, CC(C)OC(=O)N=NC(=O)OC(C)C, O, O=C(O)c1ccccc1, c1ccc(P(c2ccccc2)c2ccccc2)cc1, Cc1ccccc1. RXN SMILES: [CH2:57]1[O:58][CH2:59][CH2:60][CH2:61]1.[CH3:29][CH:30]([CH2:31][CH:32]([CH3:33])[OH:34])[OH:35].[CH:43]([O:44][C:45]([N:46]=[N:47][C:48]([O:49][CH:50]([CH3:51])[CH3:52])=[O:53])=[O:54])([CH3:55])[CH3:56].[OH2:62].[OH:1][C:2](=[O:3])[c:4]1[cH:5][cH:6][cH:7][cH:8][cH:9]1.[c:10]1([P:11]([c:12]2[cH:13][cH:14][cH:15][cH:16][cH:17]2)[c:18]2[cH:19][cH:20][cH:21][cH:22][cH:23]2)[cH:24][cH:25][cH:26][cH:27][cH:28]1.[c:36]1([CH3:37])[cH:38][cH:39][cH:40][cH:41][cH:42]1>>[O:1]([C:2](=[O:3])[c:4]1[cH:5][cH:6][cH:7][cH:8][cH:9]1)[CH:30]([CH3:29])[CH2:31][CH:32]([CH3:33])[OH:34].